This data is from the Open Reaction Database (ORD), a public repository of structured organic reaction records. The task is: describe an organic reaction: reactants, conditions, products, and yield Reactants: CCOC(=O)C(O)(c1ccccc1)c1ccc(C(=O)OC(C)(C)C)cc1, CO, [Na+], [OH-]. Yields the product CC(C)(C)OC(=O)c1ccc(C(O)(C(=O)O)c2ccccc2)cc1. RXN SMILES: [CH2:1]([CH3:2])[O:3][C:4]([C:5]([c:6]1[cH:7][cH:8][cH:9][cH:10][cH:11]1)([OH:12])[c:13]1[cH:14][cH:15][c:16]([C:19](=[O:20])[O:21][C:22]([CH3:23])([CH3:24])[CH3:25])[cH:17][cH:18]1)=[O:26].[CH3:29][OH:30].[Na+:28].[OH-:27]>>[O:3]=[C:4]([C:5]([c:6]1[cH:7][cH:8][cH:9][cH:10][cH:11]1)([OH:12])[c:13]1[cH:14][cH:15][c:16]([C:19](=[O:20])[O:21][C:22]([CH3:23])([CH3:24])[CH3:25])[cH:17][cH:18]1)[OH:26]. The reactants are COc1ccc2cc(Br)ccc2c1, CC(OS(C)(=O)=O)C(=O)Cl, Cl, [Mg], C1CCOC1, c1c[nH]cn1. The product is COc1ccc2cc(C(=O)C(C)OS(C)(=O)=O)ccc2c1. As a reaction SMILES: [Br:17][c:18]1[cH:19][c:20]2[cH:21][cH:22][c:23]([O:28][CH3:29])[cH:24][c:25]2[cH:26][cH:27]1.[CH3:6][S:7](=[O:8])(=[O:9])[O:10][CH:11]([C:12](=[O:13])[Cl:14])[CH3:15].[ClH:30].[Mg:16].[O:31]1[CH2:32][CH2:33][CH2:34][CH2:35]1.[nH:1]1[cH:2][cH:3][n:4][cH:5]1>>[CH3:6][S:7](=[O:8])(=[O:9])[O:10][CH:11]([C:12](=[O:13])[c:18]1[cH:19][c:20]2[cH:21][cH:22][c:23]([O:28][CH3:29])[cH:24][c:25]2[cH:26][cH:27]1)[CH3:15]. Reactants: Cl (hydrochloric acid), ClC(=O)OCCl (chloromethyl chloroformate), solution, C[C@@H]1N[C@@H](CCC1)C (cis-2,6-dimethylpiperidine). The solvent is C1(=CC=CC=C1)C (toluene), C1(=CC=CC=C1)C (toluene). Conditions: time 16 hour. Product: C[C@@H]1N([C@@H](CCC1)C)C(=O)OCCl ((cis-2,6-dimethylpiperidin-1-yl)carbonyloxymethyl chloride). RXN SMILES: Cl[C:2]([O:4][CH2:5][Cl:6])=[O:3].[CH3:7][C@H:8]1[CH2:13][CH2:12][CH2:11][C@@H:10]([CH3:14])[NH:9]1.Cl>C1(C)C=CC=CC=1>[CH3:7][C@H:8]1[CH2:13][CH2:12][CH2:11][C@@H:10]([CH3:14])[N:9]1[C:2]([O:4][CH2:5][Cl:6])=[O:3]. Reported procedure: A solution (24 ml) of 2.39 ml of chloromethyl chloroformate in toluene was added dropwise to 46 ml of a solution of 9.11 ml of cis-2,6-dimethylpiperidine in toluene under ice cooling over a period of 10 min, and the mixture was stirred at room temperature for 16 hr. 1 N hydrochloric acid (60 ml) was added thereto, followed by separation. The organic layer was washed with 60 ml of a 5% aqueous sodium hydrogencarbonate solution and 60 ml of 20% brine, was dried over anhydrous magnesium sulfate, an... The reactants are C(C)(C)(C)OC(=O)NC(CCC(=O)OC)C1=CC=CC=C1 (methyl 4-[(t-butoxycarbonyl)-amino]-4-phenylbutanoate), CC(C)C[Al]CC(C)C (Dibal-H), solution. Run in ClCCl (dichloromethane), ClCCl (dichloromethane). Run at temperature 0 celsius, time 2 hour. The product is C(C)(C)(C)OC(=O)NC(CCCO)C1=CC=CC=C1 (4-[(t-butoxycarbonyl)-amino]-4-phenylbutanol). As a reaction SMILES: [C:1]([O:5][C:6]([NH:8][CH:9]([C:16]1[CH:21]=[CH:20][CH:19]=[CH:18][CH:17]=1)[CH2:10][CH2:11][C:12](OC)=[O:13])=[O:7])([CH3:4])([CH3:3])[CH3:2].CC(C[Al]CC(C)C)C>ClCCl>[C:1]([O:5][C:6]([NH:8][CH:9]([C:16]1[CH:17]=[CH:18][CH:19]=[CH:20][CH:21]=1)[CH2:10][CH2:11][CH2:12][OH:13])=[O:7])([CH3:4])([CH3:2])[CH3:3] |^1:24|. Reported procedure: To a 0° C. solution of methyl 4-[(t-butoxycarbonyl)-amino]-4-phenylbutanoate (293 mg, 1.0 mmol) in dichloromethane (25 mL) was added Dibal-H (3 mL of a 1.0 M solution in dichloromethane, 3.0 mmol). The mixture was then stirred at 0° C. for 2 hours before being quenched with a saturated aqueous sodium potassium tartrate solution (10 mL). The biphasic mixture was then rapidly stirred for approximately 45 minutes, until the aqueous and organic layers clarified. The aqueous and organic layers were t... The reactants are COC(CC=1C(NC2=CC(=CC=C2C1)OC)=O)=O ((7-methoxy-2-oxo-1,2-dihydro-quinolin-3-yl)-acetic acid methyl ester), C[Si](C)(C)[N-][Si](C)(C)C.[K+] (potassium bis(trimethylsilyl)amide), CCOCC (ether), C(C)I (ethyl iodide). Run in O1CCCC1 (tetrahydrofuran). Yields the product hexane-ether, COC(CC=1C(N(C2=CC(=CC=C2C1)OC)CC)=O)=O ((1-Ethyl-7-methoxy-2-oxo-1,2-dihydro-quinolin-3-yl)-acetic acid methyl ester). Yield: 79.9%. As a reaction SMILES: [CH3:1][O:2][C:3](=[O:18])[CH2:4][C:5]1[C:6](=[O:17])[NH:7][C:8]2[C:13]([CH:14]=1)=[CH:12][CH:11]=[C:10]([O:15][CH3:16])[CH:9]=2.C[Si]([N-][Si](C)(C)C)(C)C.[K+].[CH2:29](I)[CH3:30].CCOCC>O1CCCC1>[CH3:1][O:2][C:3](=[O:18])[CH2:4][C:5]1[C:6](=[O:17])[N:7]([CH2:29][CH3:30])[C:8]2[C:13]([CH:14]=1)=[CH:12][CH:11]=[C:10]([O:15][CH3:16])[CH:9]=2 |f:1.2|. Procedure: A slurry of (7-methoxy-2-oxo-1,2-dihydro-quinolin-3-yl)-acetic acid methyl ester (5.0 g, 20 mmol) in tetrahydrofuran (40 mL) was treated with potassium bis(trimethylsilyl)amide (0.5 M in toluene, 41 mL, 21 mmol) at 25° C. and the mixture heated to reflux. After 1 h at reflux, ethyl iodide (16 mL, 200 mmol) was added. After an additional 3 h at reflux, the cooled mixture was quenched with 0.1N aqueous HCl (50 mL) and concentrated in vacuo. Water (200 mL) was added and the aqueous phase extracted ... Reactants: c12c(ccc(c1)C=O)cccc2, c1cccc(c1)C[B-](F)(F)F. The reagents and catalysts are c1ccc(cc1)-c2c3ccccc3cc4ccccc24 (9-Phenylanthracene), [B-](F)(F)(F)F.[Rh+].C1=CCCC=CCC1.C1=CCCC=CCC1 ([Rh(cod)2]BF4). Run in C1CCOC1 (THF). Run at temperature 80 celsius, time 18 hour. The product is OC(Cc1ccccc1)c2ccc3ccccc3c2. As a reaction SMILES: F[B-]([CH2:1][c:2]1[cH:7][cH:6][cH:5][cH:4][cH:3]1)(F)F.[O:8]=[CH:9][c:10]1[cH:19][c:18]([c:13]2[cH:12][cH:11]1)[cH:17][cH:16][cH:15][cH:14]2>>[OH:8][CH:9]([c:10]1[cH:19][c:18]([c:13]2[cH:12][cH:11]1)[cH:17][cH:16][cH:15][cH:14]2)[CH2:1][c:2]3[cH:7][cH:6][cH:5][cH:4][cH:3]3.